This data is from the Open Reaction Database (ORD), a public repository of structured organic reaction records. The task is: describe an organic reaction: reactants, conditions, products, and yield Reactants: CO, CS(=O)CCONCc1cc(C(=O)NOCCO)c(Nc2ccc(I)cc2F)c(F)c1F, [O-][I+3]([O-])([O-])[O-], [Na+], O. The product is CS(=O)(=O)CCONCc1cc(C(=O)NOCCO)c(Nc2ccc(I)cc2F)c(F)c1F. RXN SMILES: [CH3:33][OH:34].[F:1][c:2]1[c:3]([NH:24][c:25]2[c:26]([F:32])[cH:27][c:28]([I:31])[cH:29][cH:30]2)[c:4]([C:5](=[O:6])[NH:7][O:8][CH2:9][CH2:10][OH:11])[cH:12][c:13]([CH2:16][NH:17][O:18][CH2:19][CH2:20][S:21](=[O:22])[CH3:23])[c:14]1[F:15].[I+3:35]([O-:36])([O-:37])([O-:38])[O-:39].[Na+:40].[OH2:41]>>[F:1][c:2]1[c:3]([NH:24][c:25]2[c:26]([F:32])[cH:27][c:28]([I:31])[cH:29][cH:30]2)[c:4]([C:5](=[O:6])[NH:7][O:8][CH2:9][CH2:10][OH:11])[cH:12][c:13]([CH2:16][NH:17][O:18][CH2:19][CH2:20][S:21](=[O:22])([CH3:23])=[O:36])[c:14]1[F:15]. Reactants: C(C)OC(=O)[C@@]12NC([C@@H]3C[C@H](CN3C([C@H](CCCCCC=C[C@@H]2C1)NC(=O)OC(C)(C)C)=O)OC(=O)N1CC2=CC=CC=C2C1)=O ((1S,4R,6S,14S,18R)-14-tert-Butoxycarbonylamino-18-(1,3-dihydro-isoindole-2-carbonyloxy)-2,15-dioxo-3,16-diaza-tricyclo[14.3.0.04,6]nonadec-7-ene-4-carboxylic acid ethyl ester), O[Li].O (LiOH—H2O). The solvent is mixed solvent, C(Cl)Cl.CO (DCM MeOH). Reaction conditions: time 8 hour. Product: C(C)(C)(C)OC(=O)N[C@H]1CCCCCC=C[C@@H]2C[C@]2(NC([C@@H]2C[C@H](CN2C1=O)OC(=O)N1CC2=CC=CC=C2C1)=O)C(=O)O ((1S,4R,6S,14S,18R)-14-tert-Butoxycarbonylamino-18-(1,3-dihydro-isoindole-2-carbonyloxy)-2,15-dioxo-3,16-diaza-tricyclo[14.3.0.04,6]nonadec-7-ene-4-carboxylic acid). Isolated yield 89.0%. RXN SMILES: C([O:3][C:4]([C@@:6]12[CH2:24][C@H:23]1[CH:22]=[CH:21][CH2:20][CH2:19][CH2:18][CH2:17][CH2:16][C@H:15]([NH:25][C:26]([O:28][C:29]([CH3:32])([CH3:31])[CH3:30])=[O:27])[C:14](=[O:33])[N:13]1[C@@H:9]([CH2:10][C@@H:11]([O:34][C:35]([N:37]3[CH2:45][C:44]4[C:39](=[CH:40][CH:41]=[CH:42][CH:43]=4)[CH2:38]3)=[O:36])[CH2:12]1)[C:8](=[O:46])[NH:7]2)=[O:5])C.O[Li].O>C(Cl)Cl.CO>[C:29]([O:28][C:26]([NH:25][C@@H:15]1[C:14](=[O:33])[N:13]2[C@@H:9]([CH2:10][C@@H:11]([O:34][C:35]([N:37]3[CH2:38][C:39]4[C:44](=[CH:43][CH:42]=[CH:41][CH:40]=4)[CH2:45]3)=[O:36])[CH2:12]2)[C:8](=[O:46])[NH:7][C@@:6]2([C:4]([OH:5])=[O:3])[C@@H:23]([CH2:24]2)[CH:22]=[CH:21][CH2:20][CH2:19][CH2:18][CH2:17][CH2:16]1)=[O:27])([CH3:32])([CH3:30])[CH3:31] |f:1.2,3.4|. Procedure details: The macrocyclic ester 11 (60 mg, 0.092 mmol) was dissolved in 0.9 mL of a mixed solvent (THF/MeOH/H2O 2:1:1), followed by addition of LiOH—H2O (23 mg, 6 equiv). The mixture was stirred at rt for overnight. After 18 h, TLC (DCM/MeOH 9:1) showed a clean new spot with a lower Rf. The reaction was concentrated down to almost dryness and partitioned between 1N aq. HCl (15 mL) and DCM (20 mL). The aqueous layer was extracted with DCM (2×10 mL). The organic layers were combined, dried over Na2SO4 and c... Starting materials: C(C)OC(=O)C1=CC=C(C=C1)N1CCN(CC1)CC1=CNC2=NC=CC=C21 (3-(4-[4-ethoxycarbonylphenyl]piperazin-1-yl)methyl-1H-pyrrolo[2,3-b]pyridine), [OH-] (hydroxide). Solvent: C(C)O (ethanol). Reaction conditions: time 8 day. Product: C(=O)(O)C1=CC=C(C=C1)N1CCN(CC1)CC1=CNC2=NC=CC=C21 (3-(4-[4-Carboxyphenyl]piperazin-1-yl)methyl-1H-pyrrolo[2,3-b]pyridine). Isolated yield 66.8%. Reaction SMILES: C([O:3][C:4]([C:6]1[CH:11]=[CH:10][C:9]([N:12]2[CH2:17][CH2:16][N:15]([CH2:18][C:19]3[C:27]4[C:22](=[N:23][CH:24]=[CH:25][CH:26]=4)[NH:21][CH:20]=3)[CH2:14][CH2:13]2)=[CH:8][CH:7]=1)=[O:5])C.[OH-]>C(O)C>[C:4]([C:6]1[CH:11]=[CH:10][C:9]([N:12]2[CH2:17][CH2:16][N:15]([CH2:18][C:19]3[C:27]4[C:22](=[N:23][CH:24]=[CH:25][CH:26]=4)[NH:21][CH:20]=3)[CH2:14][CH2:13]2)=[CH:8][CH:7]=1)([OH:5])=[O:3]. Procedure details: A suspension of 3-(4-[4-ethoxycarbonylphenyl]piperazin-1-yl)methyl-1H-pyrrolo[2,3-b]pyridine (0.6594 g, 1.81 mmol) in ethanol (50 ml) containing 1M aqueous odium hydroxide (10.5 ml, 10.8 mmol) was stirred at room temperature for eight days, during which time the solid slowly dissolved. The reaction mixture was concentrated to a small volume, diluted with water and neutralised (pH 6-7) with acetic acid to give a gum which solidified on standing. The solid was collected, washed with water and drie... Starting materials: 24, ClC1=C(C=C(C=C1)[N+](=O)[O-])N=C=S (1-chloro-2-isothiocyanato-4-nitrobenzene), NCCCO (3-amino-1-propanol). Solvent: C(C)O (ethanol). Reaction conditions: time 30 minute. The product is 23, ClC1=C(C=C(C=C1)[N+](=O)[O-])NC(=S)NCCCO (N-(2-chloro-5-nitrophenyl)-N'-(3-hydroxypropyl)thiourea). Isolated yield 72.0%. RXN SMILES: [Cl:1][C:2]1[CH:7]=[CH:6][C:5]([N+:8]([O-:10])=[O:9])=[CH:4][C:3]=1[N:11]=[C:12]=[S:13].[NH2:14][CH2:15][CH2:16][CH2:17][OH:18]>C(O)C>[Cl:1][C:2]1[CH:7]=[CH:6][C:5]([N+:8]([O-:10])=[O:9])=[CH:4][C:3]=1[NH:11][C:12]([NH:14][CH2:15][CH2:16][CH2:17][OH:18])=[S:13]. Procedure details: To a stirred solution of 24 parts of 1-chloro-2-isothiocyanato-4-nitrobenzene in 200 parts of ethanol 95% are added dropwise 9 parts of 3-amino-1-propanol at a temperature below 20° C. Upon completion, stirring is continued for 30 minutes at room temperature. The reaction mixture is evaporated. The residue is crystallized from acetonitrile. The product is filtered off and dried, yielding 23 parts (72%) of N-(2-chloro-5-nitrophenyl)-N'-(3-hydroxypropyl)thiourea; mp. 126.8° C. Starting materials: [BH4-], CCO, [Cl-], [NH4+], [Na+], O=Cc1cc(-c2ccccc2)cs1. Yields the product OCc1cc(-c2ccccc2)cs1. As a reaction SMILES: [BH4-:14].[CH3:18][CH2:19][OH:20].[Cl-:16].[NH4+:17].[Na+:15].[c:1]1(-[c:7]2[cH:8][c:9]([CH:12]=[O:13])[s:10][cH:11]2)[cH:2][cH:3][cH:4][cH:5][cH:6]1>>[c:1]1(-[c:7]2[cH:8][c:9]([CH2:12][OH:13])[s:10][cH:11]2)[cH:2][cH:3][cH:4][cH:5][cH:6]1.